This data is from the Open Reaction Database (ORD), a public repository of structured organic reaction records. The task is: describe an organic reaction: reactants, conditions, products, and yield Starting materials: N#Cc1ccc(C(F)(F)F)nc1Cl, [F-], [K+], [Na+], CN(C)C=O, [OH-], COc1c(O)cccc1C=O. The product is COc1c(C=O)cccc1Oc1nc(C(F)(F)F)ccc1C#N. As a reaction SMILES: [Cl:1][c:2]1[c:3]([C:4]#[N:5])[cH:6][cH:7][c:8]([C:10]([F:11])([F:12])[F:13])[n:9]1.[F-:25].[K+:26].[Na+:28].[O:29]=[CH:30][N:31]([CH3:32])[CH3:33].[OH-:27].[OH:14][c:15]1[c:16]([O:23][CH3:24])[c:17]([CH:18]=[O:19])[cH:20][cH:21][cH:22]1>>[c:2]1([O:14][c:15]2[c:16]([O:23][CH3:24])[c:17]([CH:18]=[O:19])[cH:20][cH:21][cH:22]2)[c:3]([C:4]#[N:5])[cH:6][cH:7][c:8]([C:10]([F:11])([F:12])[F:13])[n:9]1. Reactants: NC1C(N(CC(SC1)C=1OC=CC1)CC(=O)OC(C)(C)C)=O (t-butyl α-[6-amino-2-(2-furyl)-5-oxoperhydro-1,4-thiazepin-4-yl]acetate), BrC(C(=O)OCC1=CC=CC=C1)CCC1=CC=CC=C1 (benzyl 2-bromo-4-phenylbutyrate). The solvent is C(C)(=O)OCC (ethyl acetate), C(Cl)Cl (methylene chloride). Product: C(C1=CC=CC=C1)OC(=O)C(CCC1=CC=CC=C1)NC1C(N(CC(SC1)C=1OC=CC1)CC(=O)OC(C)(C)C)=O (t-Butyl α-[6-(1-benzyloxycarbonyl-3-phenylpropylamino)-2-(2-furyl)-5-oxoperhydro-1,4-thiazepin-4-yl]acetate). As a reaction SMILES: [NH2:1][CH:2]1[CH2:8][S:7][CH:6]([C:9]2[O:10][CH:11]=[CH:12][CH:13]=2)[CH2:5][N:4]([CH2:14][C:15]([O:17][C:18]([CH3:21])([CH3:20])[CH3:19])=[O:16])[C:3]1=[O:22].Br[CH:24]([CH2:35][CH2:36][C:37]1[CH:42]=[CH:41][CH:40]=[CH:39][CH:38]=1)[C:25]([O:27][CH2:28][C:29]1[CH:34]=[CH:33][CH:32]=[CH:31][CH:30]=1)=[O:26]>C(OCC)(=O)C.C(Cl)Cl>[CH2:28]([O:27][C:25]([CH:24]([NH:1][CH:2]1[CH2:8][S:7][CH:6]([C:9]2[O:10][CH:11]=[CH:12][CH:13]=2)[CH2:5][N:4]([CH2:14][C:15]([O:17][C:18]([CH3:19])([CH3:21])[CH3:20])=[O:16])[C:3]1=[O:22])[CH2:35][CH2:36][C:37]1[CH:42]=[CH:41][CH:40]=[CH:39][CH:38]=1)=[O:26])[C:29]1[CH:30]=[CH:31][CH:32]=[CH:33][CH:34]=1. Procedure: Following the procedure described in Example 42(h), 0.30 g of t-butyl α-[6-amino-2-(2-furyl)-5-oxoperhydro-1,4-thiazepin-4-yl]acetate [obtained as described in Example 56(f)] was N-alkylated using 0.60 g of benzyl 2-bromo-4-phenylbutyrate. The resulting product was subjected to silica gel column chromatography, using a 1:40 by volume mixture of ethyl acetate and methylene chloride as eluent, to separate it into two isomers, A and B, (ascribed to the asymmetric carbon atom to which the phenethyl ... Reactants: [OH-].[Na+] (sodium hydroxide), S(=O)(=O)(O)O.C(C)NC(=N)N (ethylguanidine sulfate), S(=O)(=O)([O-])[O-].[Na+].[Na+] (sodium sulfate), ClC1=C(C(=CC=C1)Cl)CC(=O)Cl (2,6-dichlorophenylacetyl chloride). Run in O1CCCC1 (tetrahydrofuran), O1CCCC1 (tetrahydrofuran). Conditions: time 45 minute. Product: Cl.C(C)NC(=N)NC(CC1=C(C=CC=C1Cl)Cl)=O (1-ethyl-3-(2,6-dichlorophenylacetyl)guanidine hydrochloride). RXN SMILES: [OH-].[Na+].S(O)(O)(=O)=O.[CH2:8]([NH:10][C:11]([NH2:13])=[NH:12])[CH3:9].S([O-])([O-])(=O)=O.[Na+].[Na+].[Cl:21][C:22]1[CH:27]=[CH:26][CH:25]=[C:24]([Cl:28])[C:23]=1[CH2:29][C:30](Cl)=[O:31]>O1CCCC1>[ClH:21].[CH2:8]([NH:10][C:11]([NH:13][C:30](=[O:31])[CH2:29][C:23]1[C:22]([Cl:21])=[CH:27][CH:26]=[CH:25][C:24]=1[Cl:28])=[NH:12])[CH3:9] |f:0.1,2.3,4.5.6,9.10|. Procedure details: A mixture of 30.4 g of a 50% aqueous sodium hydroxide solution, 51.74 g of ethylguanidine sulfate and 800 ml of tetrahydrofuran is stirred for 45 minutes at RT. 60 g of anhydrous sodium sulfate are added and stirring continued for 45 minutes. A solution of 2,6-dichlorophenylacetyl chloride (41.69 g) in 200 ml of tetrahydrofuran is added dropwise and the reaction mixture stirred another day, filtered and concentrated in vacuo. The resulting yellow oil is partitioned between 250 ml of methylene ch... The product is FC1=C(CN2C(=CC3=CC(=CC=C23)NC(CC2OCCC2)=O)C(=O)NC2=CC=C(C=C2)NC(OC(C)(C)C)=O)C=CC=C1 (tert-Butyl 4-[({1-(2-fluorobenzyl)-5-[(tetrahydro-2-furanylacetyl)amino]-1H-indol-2-yl}carbonyl)amino]phenylcarbamate). Reported procedure: 49 mg (0.38 mmol) of tetrahydro-2-furanylacetic acid, 19.3 mg (0.16 mmol) of 4-dimethylaminopyridine and 91 mg (0.47 mmol) of N′-(3-dimethylaminopropyl)-N-ethylcarbodiimide×HCl are added to 3 ml of DMF. 150 mg (0.32 mmol) of tert-butyl 4-({[5-amino-1-(2-fluorobenzyl)-1H-indol-2-yl]carbonyl}amino)phenyl-carbamate from Example XXIX are added. The mixture is stirred at RT for 5 hours. For work-up, the mixture is diluted and extracted with dichloromethane and aqueous hydrochloric acid. The organic p... Conditions: time 5 hour. The reagents and catalysts are CN(C1=CC=NC=C1)C (4-dimethylaminopyridine). Reactants: NC=1C=C2C=C(N(C2=CC1)CC1=C(C=CC=C1)F)C(=O)NC1=CC=C(C=C1)NC(OC(C)(C)C)=O (tert-butyl 4-({[5-amino-1-(2-fluorobenzyl)-1H-indol-2-yl]carbonyl}amino)phenyl-carbamate), O1C(CCC1)CC(=O)O (tetrahydro-2-furanylacetic acid), CN(CCCN=C=NCC)C (N′-(3-dimethylaminopropyl)-N-ethylcarbodiimide), Cl (HCl). RXN SMILES: [O:1]1[CH2:5][CH2:4][CH2:3][CH:2]1[CH2:6][C:7]([OH:9])=O.CN(C)CCCN=C=NCC.Cl.[NH2:22][C:23]1[CH:24]=[C:25]2[C:29](=[CH:30][CH:31]=1)[N:28]([CH2:32][C:33]1[CH:38]=[CH:37][CH:36]=[CH:35][C:34]=1[F:39])[C:27]([C:40]([NH:42][C:43]1[CH:48]=[CH:47][C:46]([NH:49][C:50](=[O:56])[O:51][C:52]([CH3:55])([CH3:54])[CH3:53])=[CH:45][CH:44]=1)=[O:41])=[CH:26]2>CN(C)C1C=CN=CC=1.CN(C=O)C>[F:39][C:34]1[CH:35]=[CH:36][CH:37]=[CH:38][C:33]=1[CH2:32][N:28]1[C:29]2[C:25](=[CH:24][C:23]([NH:22][C:7](=[O:9])[CH2:6][CH:2]3[CH2:3][CH2:4][CH2:5][O:1]3)=[CH:31][CH:30]=2)[CH:26]=[C:27]1[C:40]([NH:42][C:43]1[CH:44]=[CH:45][C:46]([NH:49][C:50](=[O:56])[O:51][C:52]([CH3:55])([CH3:54])[CH3:53])=[CH:47][CH:48]=1)=[O:41]. The solvent is CN(C)C=O (DMF). Starting materials: C=1(C(O)=CC=C(CC=C)C1)OC (eugenol). Reagents/catalysts: [Os](Cl)(Cl)Cl (osmium trichloride). Product: C=1(C(O)=CC=C(\C=C/C)C1)OC (cis-isoeugenol), C=1(C(O)=CC=C(\C=C\C)C1)OC (trans-isoeugenol). Yield: 94.5%. RXN SMILES: [C:1]1([O:11][CH3:12])[C:2](=[CH:4][CH:5]=[C:6]([CH:10]=1)[CH2:7][CH:8]=[CH2:9])[OH:3]>[Os](Cl)(Cl)Cl>[C:1]1([O:11][CH3:12])[C:2](=[CH:4][CH:5]=[C:6]([CH:10]=1)/[CH:7]=[CH:8]\[CH3:9])[OH:3].[C:1]1([O:11][CH3:12])[C:2](=[CH:4][CH:5]=[C:6]([CH:10]=1)/[CH:7]=[CH:8]/[CH3:9])[OH:3]. Reported procedure: A mixture of 20 g. of crude clove oil containing about 80% of eugenol and 50 mg. of osmium trichloride is heated for 41/4 hours to 135° C. After distillation, a fraction weighing 13.3 g. and containing, (as determined by gas-liquid chromatography) 5.5% of cis-isoeugenol and 94.5% of trans-isoeugenol is obtained. The yield is 83%, based on the eugenol originally present in the clove oil. Reactants: BrC1=CC(=C(C=C1)CC(=O)C1=CC2=C(OCC(N2C)=O)N=C1)Cl (7-[2-(4-bromo-2-chloro-phenyl)-acetyl]-1-methyl-1H-pyrido[2,3-b][1,4]oxazin-2-one), [H-].[Na+] (sodium hydride), CI (methyl iodide). Yields the product BrC1=CC(=C(C=C1)C(C(=O)C1=CC2=C(OCC(N2C)=O)N=C1)C)Cl (7-[2-(4-Bromo-2-chloro-phenyl)-propionyl]-1-methyl-1H-pyrido[2,3-b][1,4]oxazin-2-one). As a reaction SMILES: [Br:1][C:2]1[CH:7]=[CH:6][C:5]([CH2:8][C:9]([C:11]2[CH:22]=[N:21][C:14]3[O:15][CH2:16][C:17](=[O:20])[N:18]([CH3:19])[C:13]=3[CH:12]=2)=[O:10])=[C:4]([Cl:23])[CH:3]=1.[H-].[Na+].[CH3:26]I>>[Br:1][C:2]1[CH:7]=[CH:6][C:5]([CH:8]([CH3:26])[C:9]([C:11]2[CH:22]=[N:21][C:14]3[O:15][CH2:16][C:17](=[O:20])[N:18]([CH3:19])[C:13]=3[CH:12]=2)=[O:10])=[C:4]([Cl:23])[CH:3]=1 |f:1.2|. Procedure details: In analogy to Example 1, step 2, 7-[2-(4-bromo-2-chloro-phenyl)-acetyl]-1-methyl-1H-pyrido[2,3-b][1,4]oxazin-2-one was reacted with sodium hydride and methyl iodide to give the title compound as a light yellow oil. MS (m/e, ISP neg. ion)=407.2 [M−H+].